From a dataset of the Open Reaction Database (ORD), a public repository of structured organic reaction records. describe an organic reaction: reactants, conditions, products, and yield Starting materials: CC[O-], CCO, CCOC=O, Cl, [Na+], CC(=O)c1ccc(C(=O)Nc2ccc(C(=O)c3ccc4c(c3)NC(=O)C4)cc2)s1. Product: CC(=O)c1ccc(C(=O)Nc2ccc(C(=O)c3ccc4c(c3)NC(=O)C4=CO)cc2)s1. RXN SMILES: [CH3:36][CH2:37][O-:38].[CH3:40][CH2:41][OH:42].[CH:30](=[O:31])[O:32][CH2:33][CH3:34].[ClH:39].[Na+:35].[O:1]=[C:2]1[NH:3][c:4]2[cH:5][c:6]([C:11](=[O:12])[c:13]3[cH:14][cH:15][c:16]([NH:19][C:20](=[O:21])[c:22]4[s:23][c:24]([C:27]([CH3:28])=[O:29])[cH:25][cH:26]4)[cH:17][cH:18]3)[cH:7][cH:8][c:9]2[CH2:10]1>>[O:1]=[C:2]1[NH:3][c:4]2[cH:5][c:6]([C:11](=[O:12])[c:13]3[cH:14][cH:15][c:16]([NH:19][C:20](=[O:21])[c:22]4[s:23][c:24]([C:27]([CH3:28])=[O:29])[cH:25][cH:26]4)[cH:17][cH:18]3)[cH:7][cH:8][c:9]2[C:10]1=[CH:30][OH:31]. Starting materials: CC1(OC1)C (2,2-dimethyloxirane), [OH-].[K+] (KOH), C(C)O (ethanol), SCCO (2-mercaptoethanol). Yields the product OCCSCC(C)(C)O (2-Hydroxy-2-methylpropyl 2-hydroxyethyl sulphide). As a reaction SMILES: [OH-].[K+].C(O)C.[SH:6][CH2:7][CH2:8][OH:9].[CH3:10][C:11]1([CH3:14])[CH2:13][O:12]1>>[OH:9][CH2:8][CH2:7][S:6][CH2:10][C:11]([OH:12])([CH3:14])[CH3:13] |f:0.1|. Procedure details: 1 mol of KOH is dissolved in 1 mol of ethanol and 1 mol of 2-mercaptoethanol is added. 1 mol of 2,2-dimethyloxirane is added dropwise to this solution in the course of 60 min and with cooling. The mixture is then neutralized, the precipitate is filtered off, and the filtrate is concentrated and distilled in vacuo. 2-Hydroxy-2-methylpropyl 2-hydroxyethyl sulphide of boiling point 93° C. at 0.199 mbar is obtained. Starting materials: COc1cc(C(=O)O)ccc1O, CCO, ClCc1ccccc1, [Na+], [OH-]. Product: COc1cc(C(=O)O)ccc1OCc1ccccc1. RXN SMILES: [CH3:1][O:2][c:3]1[cH:4][c:5]([C:10]([OH:11])=[O:12])[cH:6][cH:7][c:8]1[OH:9].[CH3:23][CH2:24][OH:25].[Cl:15][CH2:16][c:17]1[cH:18][cH:19][cH:20][cH:21][cH:22]1.[Na+:14].[OH-:13]>>[CH3:1][O:2][c:3]1[cH:4][c:5]([C:10]([OH:11])=[O:12])[cH:6][cH:7][c:8]1[O:9][CH2:16][c:17]1[cH:18][cH:19][cH:20][cH:21][cH:22]1. Starting materials: [N+](=O)([O-])C=1C=C(C=CC1)C1=CC=C(C=O)O1 (5-(3-Nitrophenyl)furfural), COC=1C=C(CC#N)C=CC1OC (3,4-dimethoxybenzyl cyanide). Product: COC=1C=C(C=CC1OC)/C(/C#N)=C/C=1OC(=CC1)C1=CC(=CC=C1)[N+](=O)[O-] ((Z)-2-(3,4-dimethoxy-phenyl)-3-[5-(3-nitro-phenyl)-furan-2-yl]-acrylonitrile). The yield is 98.0%. As a reaction SMILES: [N+:1]([C:4]1[CH:5]=[C:6]([C:10]2[O:16][C:13]([CH:14]=O)=[CH:12][CH:11]=2)[CH:7]=[CH:8][CH:9]=1)([O-:3])=[O:2].[CH3:17][O:18][C:19]1[CH:20]=[C:21]([CH:25]=[CH:26][C:27]=1[O:28][CH3:29])[CH2:22][C:23]#[N:24]>>[CH3:17][O:18][C:19]1[CH:20]=[C:21](/[C:22](=[CH:14]/[C:13]2[O:16][C:10]([C:6]3[CH:7]=[CH:8][CH:9]=[C:4]([N+:1]([O-:3])=[O:2])[CH:5]=3)=[CH:11][CH:12]=2)/[C:23]#[N:24])[CH:25]=[CH:26][C:27]=1[O:28][CH3:29]. Procedure: 5-(3-Nitrophenyl)furfural (1.09 g) was condensed with 3,4-dimethoxybenzyl cyanide (889 mg) through Method A (production step 2), to thereby yield the target product (yield: 1.85 g, 98%). The reactants are CC1(CC(N(C2=CC(=CC=C12)Br)C(C)C)=O)C (4,4-Dimethyl-2-oxo-1,2,3,4-tetrahydro-1-iso-propyl-7-bromoquinoline), CC1(CC(N(C2=CC(=CC=C12)Br)C(C)C)=O)C (4,4-Dimethyl-2-oxo-1,2,3,4-tetrahydro-1-iso-propyl-7-bromoquinoline), C[Si](C)(C)C#C ((trimethylsilyl)acetylene). The reagents and catalysts are [Cu]I (copper(I)iodide), Cl[Pd]([P](C1=CC=CC=C1)(C2=CC=CC=C2)C3=CC=CC=C3)([P](C4=CC=CC=C4)(C5=CC=CC=C5)C6=CC=CC=C6)Cl (bis(triphenylphosphine)palladium(II) chloride). The solvent is C(C)N(CC)CC (triethylamine). Conditions: temperature 50 celsius. The product is CC1(CC(N(C2=CC(=CC=C12)C#C[Si](C)(C)C)C(C)C)=O)C (4,4-Dimethyl-2-oxo-1,2,3,4-tetrahydro-1-iso-propyl-7-[(trimethylsilyl)ethynyl]quinoline). Reaction SMILES: [CH3:1][C:2]1([CH3:17])[C:11]2[C:6](=[CH:7][C:8](Br)=[CH:9][CH:10]=2)[N:5]([CH:13]([CH3:15])[CH3:14])[C:4](=[O:16])[CH2:3]1.[CH3:18][Si:19]([C:22]#[CH:23])([CH3:21])[CH3:20]>C(N(CC)CC)C.[Cu]I.Cl[Pd](Cl)([P](C1C=CC=CC=1)(C1C=CC=CC=1)C1C=CC=CC=1)[P](C1C=CC=CC=1)(C1C=CC=CC=1)C1C=CC=CC=1>[CH3:1][C:2]1([CH3:17])[C:11]2[C:6](=[CH:7][C:8]([C:23]#[C:22][Si:19]([CH3:21])([CH3:20])[CH3:18])=[CH:9][CH:10]=2)[N:5]([CH:13]([CH3:15])[CH3:14])[C:4](=[O:16])[CH2:3]1 |^1:35,54|. Reported procedure: To a solution of 0.40 g (1.36 mmol) of 4,4-dimethyl-2-oxo-1,2,3,4-tetrahydro-1-iso-propyl-7-bromoquinoline (Compound 24) in 5.0 ml of triethylamine which was degassed under argon for 15 min in a sealable tube, were added successively 0.069 g (0.36 mmol) of copper(I)iodide, (1.0 ml, 7.1 mmol) of (trimethylsilyl)acetylene, and 0.147 g (0.21 mmol) of bis(triphenylphosphine)palladium(II) chloride. The reaction mixture was degassed for an additional 5 min. The tube was sealed and the reaction mixture... Starting materials: C=CCOC(=O)Cl, Nc1ccc(-c2cc(=O)c3c(N)c(F)c(CO)c(F)c3o2)cc1F, O, c1ccncc1. The product is C=CCOC(=O)Nc1ccc(-c2cc(=O)c3c(N)c(F)c(CO)c(F)c3o2)cc1F. As a reaction SMILES: [Cl:25][C:26](=[O:27])[O:28][CH2:29][CH:30]=[CH2:31].[NH2:1][c:2]1[c:3]([F:24])[c:4]([CH2:22][OH:23])[c:5]([F:21])[c:6]2[c:7]1[c:8](=[O:20])[cH:9][c:10](-[c:12]1[cH:13][c:14]([F:19])[c:15]([NH2:18])[cH:16][cH:17]1)[o:11]2.[OH2:32].[cH:33]1[cH:34][cH:35][n:36][cH:37][cH:38]1>>[NH2:1][c:2]1[c:3]([F:24])[c:4]([CH2:22][OH:23])[c:5]([F:21])[c:6]2[c:7]1[c:8](=[O:20])[cH:9][c:10](-[c:12]1[cH:13][c:14]([F:19])[c:15]([NH:18][C:26](=[O:27])[O:28][CH2:29][CH:30]=[CH2:31])[cH:16][cH:17]1)[o:11]2. The yield is 181.7%. Run in C(CCCCC)O (n-hexanol). Procedure: 5 g (21.8 mmol) of N-carboxymethylene-4-chloro-anthranilic acid are dissolved in 40 ml of n-hexanol, 108 mg (1.05 mmol) of concentrated H2SO4 are added and the mixture is heated at 75° C. for 2 hours. The reaction mixture is cooled to room temperature and the product is filtered off with suction. Washing with hexanol and drying gives 5.8 g (19.8 mmol; 91%) of carbohexoxymethylene-4-chloro-anthranilic acid as a pale yellow solid. Reaction SMILES: [C:1]([CH:4]=[N:5][C:6]1[C:7](=[CH:11][CH:12]=[C:13]([Cl:15])[CH:14]=1)[C:8]([OH:10])=[O:9])([OH:3])=[O:2].OS(O)(=O)=O>C(O)CCCCC>[C:1]([CH:4]=[N:5][C:6]1[C:7](=[CH:11][CH:12]=[C:13]([Cl:15])[CH:14]=1)[C:8]([OH:10])=[O:9])([O:3][CH2:8][CH2:7][CH2:6][CH2:14][CH2:13][CH3:12])=[O:2]. Run at temperature 75 celsius. Product: C(=O)(OCCCCCC)C=NC=1C(C(=O)O)=CC=C(C1)Cl (carbohexoxymethylene-4-chloro-anthranilic acid). Reactants: C(=O)(O)C=NC=1C(C(=O)O)=CC=C(C1)Cl (N-carboxymethylene-4-chloro-anthranilic acid), OS(=O)(=O)O (H2SO4).